From a dataset of the Open Reaction Database (ORD), a public repository of structured organic reaction records. describe an organic reaction: reactants, conditions, products, and yield The reactants are CC(C)(C#N)c1cc(NC(=O)Oc2ccccc2)n(-c2ccccc2)n1, C1CCOC1, COc1cc2ncnc(Oc3cccc(N)c3)c2cc1OC, CN(C)c1ccncc1. Yields the product COc1cc2ncnc(Oc3cccc(NC(=O)Nc4cc(C(C)(C)C#N)nn4-c4ccccc4)c3)c2cc1OC. As a reaction SMILES: [C:23](#[N:24])[C:25]([CH3:26])([CH3:27])[c:28]1[n:29][n:30](-[c:43]2[cH:44][cH:45][cH:46][cH:47][cH:48]2)[c:31]([NH:33][C:34]([O:35][c:37]2[cH:38][cH:39][cH:40][cH:41][cH:42]2)=[O:36])[cH:32]1.[CH2:49]1[O:50][CH2:51][CH2:52][CH2:53]1.[CH3:1][O:2][c:3]1[cH:4][c:5]2[c:6]([O:15][c:16]3[cH:17][c:18]([NH2:19])[cH:20][cH:21][cH:22]3)[n:7][cH:8][n:9][c:10]2[cH:11][c:12]1[O:13][CH3:14].[CH3:54][N:55]([c:56]1[cH:57][cH:58][n:59][cH:60][cH:61]1)[CH3:62]>>[CH3:1][O:2][c:3]1[cH:4][c:5]2[c:6]([O:15][c:16]3[cH:17][c:18]([NH:19][C:34]([NH:33][c:31]4[n:30](-[c:43]5[cH:44][cH:45][cH:46][cH:47][cH:48]5)[n:29][c:28]([C:25]([C:23]#[N:24])([CH3:26])[CH3:27])[cH:32]4)=[O:35])[cH:20][cH:21][cH:22]3)[n:7][cH:8][n:9][c:10]2[cH:11][c:12]1[O:13][CH3:14]. The reactants are C(C(C)C)(=O)N[C@@H](CSC(C1=CC=CC=C1)(C1=CC=CC=C1)C1=CC=CC=C1)C(=O)NCCSC(C(C)C)=O (N-(N-isobutyryl-S-trityl-L-cysteinyl)-S-isobutyrylcysteamine), C(Cl)(Cl)Cl (CHCl3), C(C)(=O)N[C@@H](CS)C(=O)NCCSC(C)=O (N-(N-acetyl-L-cysteinyl)-S-acetylcysteamine), C(Cl)Cl.CCOCC (CH2Cl2 ether). The solvent is CCCCCC (hexane). Yields the product C(C(C)C)(=O)N[C@@H](CS)C(=O)NCCSC(C(C)C)=O (N-(N-isobutyryl-L-cysteinyl)-S-isobutyrylcysteamine). Reaction SMILES: [C:1]([NH:6][C@H:7]([C:29]([NH:31][CH2:32][CH2:33][S:34][C:35](=[O:39])[CH:36]([CH3:38])[CH3:37])=[O:30])[CH2:8][S:9]C(C1C=CC=CC=1)(C1C=CC=CC=1)C1C=CC=CC=1)(=[O:5])[CH:2]([CH3:4])[CH3:3].C(N[C@H](C(NCCSC(=O)C)=O)CS)(=O)C.C(Cl)Cl.CCOCC.C(Cl)(Cl)Cl>CCCCCC>[C:1]([NH:6][C@H:7]([C:29]([NH:31][CH2:32][CH2:33][S:34][C:35](=[O:39])[CH:36]([CH3:38])[CH3:37])=[O:30])[CH2:8][SH:9])(=[O:5])[CH:2]([CH3:3])[CH3:4] |f:2.3|. Procedure details: This compound is obtained by the S-detritylation of 15 (2.75 mmol). The protocol used is the same as that described in example 1 for the synthesis of I-152. After the various treatments, a gum is collected, which gum is purified by flash chromatography on a silica gel column (eluent: CH2Cl2/ether 25%). I-208 is isolated in the form of a gum which, after trituration in hexane, provides a colorless powder (Yd=69%). Rf (CH2Cl2/ether, 5/5): 0.39. M.p.=125-127° C. [α]D20=−25.7° (c 1.05, CHCl3). Starting materials: ClCC1=CC(OC2=C(C(=C(C=C12)C)O)C)=O (4-(Chloromethyl)-7-hydroxy-6,8-dimethyl-2H-chromen-2-one), [OH-].[Na+] (NaOH), Cl (HCl). The product is OC1=C(C2=C(C(=CO2)CC(=O)O)C=C1C)C (2-(6-hydroxy-5,7-dimethyl-1-benzofuran-3-yl) acetic acid). Isolated yield 75.0%. As a reaction SMILES: Cl[CH2:2][C:3]1[C:12]2[C:7](=[C:8]([CH3:15])[C:9]([OH:14])=[C:10]([CH3:13])[CH:11]=2)[O:6][C:5](=[O:16])[CH:4]=1.[OH-:17].[Na+].Cl>>[OH:14][C:9]1[C:10]([CH3:13])=[CH:11][C:12]2[C:3]([CH2:4][C:5]([OH:16])=[O:17])=[CH:2][O:6][C:7]=2[C:8]=1[CH3:15] |f:1.2|. Procedure: 4.8 g (20.1 mmol) of 4-(Chloromethyl)-7-hydroxy-6,8-dimethyl-2H-chromen-2-one are heated at reflux for 3 h in 11 of 0.2 N NaOH. The reaction solution is adjusted to pH 3 with HCl and extracted 4 times with ethyl acetate. The combined organic phases are washed with a saturated solution of NaCl, dried over sodium sulfate and concentrated. 3.3 g (75%) of 2-(6-hydroxy-5,7-dimethyl-1-benzofuran-3-yl) acetic acid are obtained. Reactants: [O-]CC.[K+] (Potassium ethoxide), CC1=NN=NN1C=1C=NC=CC1C(=O)OCC (ethyl 3-(5-methyl-1H-tetrazol-1-yl)pyridine-4-carboxylate), CN(C=O)C (dimethylformamide). Run in C(C)(=O)O (acetic acid). Run at time 8 hour. Yields the product O.N1=NN=C2N1C1=CN=CC=C1C(=C2)O (tetrazolo[1,5-a][1,7]naphthyridin-5-ol hydrate). Isolated yield 90.9%. Reaction SMILES: [O-:1]CC.[K+].[CH3:5][C:6]1[N:10]([C:11]2[CH:12]=[N:13][CH:14]=[CH:15][C:16]=2[C:17]([O:19]CC)=O)[N:9]=[N:8][N:7]=1.CN(C)C=O>C(O)(=O)C>[OH2:1].[N:9]1[N:10]2[C:11]3[C:16]([C:17]([OH:19])=[CH:5][C:6]2=[N:7][N:8]=1)=[CH:15][CH:14]=[N:13][CH:12]=3 |f:0.1,5.6|. Reported procedure: Potassium ethoxide (20.2 g) was added to a mixture of ethyl 3-(5-methyl-1H-tetrazol-1-yl)pyridine-4-carboxylate (28 g) and dimethylformamide (280 mL). The reaction mixture was allowed to stir at ambient temperature overnight then poured into cold dilute acetic acid. The resulting precipitate was collected, washed with water and dried to provide 22.4 g of tetrazolo[1,5-a][1,7]naphthyridin-5-ol hydrate as a solid, m.p. 247-248° C. (decomposition). Analysis: Calculated for C8H5N5O: %C, 46.83; %H, 3... Reactants: N#CC1=Cc2ccccc21, [Na+], O=[N+]([O-])[O-], O=S(=O)(O)O. Product: N#CC1=Cc2ccc([N+](=O)[O-])cc21. RXN SMILES: [C:11](#[N:12])[C:13]1=[CH:14][c:15]2[c:16]1[cH:17][cH:18][cH:19][cH:20]2.[Na+:1].[O-:2][N+:3]([O-:4])=[O:5].[S:6](=[O:7])(=[O:8])([OH:9])[OH:10]>>[O-:2][N+:3](=[O:5])[c:18]1[cH:17][c:16]2[c:15]([cH:20][cH:19]1)[CH:14]=[C:13]2[C:11]#[N:12]. Reactants: C(#N)C=1C=C(CN2[C@H](CCC2=O)C(=O)O)C=CC1 ((R)-1-(3-cyano-benzyl)-5-oxo-pyrrolidine-2-carboxylic acid), O=[N-] (ketoamide), NC(C(C(=O)N)O)CC1=CC=CC=C1 (3-amino-2-hydroxy-4-phenylbutanamide), O[NH-] (hydroxyamide). Product: NC(C(C(CC1=CC=CC=C1)NC(=O)[C@@H]1N(C(CC1)=O)CC1=CC(=CC=C1)C#N)=O)=O ((2R)—N-(4-Amino-3,4-dioxo-1-phenylbutan-2-yl)-1-(3-cyanobenzyl)-5-oxopyrrolidine-2-carboxamide). Reaction SMILES: [C:1]([C:3]1[CH:4]=[C:5]([CH:16]=[CH:17][CH:18]=1)[CH2:6][N:7]1[C:11](=[O:12])[CH2:10][CH2:9][C@@H:8]1[C:13]([OH:15])=O)#[N:2].[NH2:19][CH:20]([CH2:26][C:27]1[CH:32]=[CH:31][CH:30]=[CH:29][CH:28]=1)[CH:21]([OH:25])[C:22]([NH2:24])=[O:23].O[NH-].O=[N-]>>[NH2:24][C:22](=[O:23])[C:21](=[O:25])[CH:20]([NH:19][C:13]([C@H:8]1[CH2:9][CH2:10][C:11](=[O:12])[N:7]1[CH2:6][C:5]1[CH:16]=[CH:17][CH:18]=[C:3]([C:1]#[N:2])[CH:4]=1)=[O:15])[CH2:26][C:27]1[CH:28]=[CH:29][CH:30]=[CH:31][CH:32]=1. Procedure details: Coupling of (R)-1-(3-cyano-benzyl)-5-oxo-pyrrolidine-2-carboxylic acid with 3-amino-2-hydroxy-4-phenylbutanamide and oxidation of the resulting hydroxyamide intermediate to the corresponding ketoamide. The reactants are [BH4-], CCO, COc1nccc(I)c1C=O, [Na+]. Yields the product COc1nccc(I)c1CO. RXN SMILES: [BH4-:12].[CH3:14][CH2:15][OH:16].[I:1][c:2]1[c:3]([CH:10]=[O:11])[c:4]([O:8][CH3:9])[n:5][cH:6][cH:7]1.[Na+:13]>>[I:1][c:2]1[c:3]([CH2:10][OH:11])[c:4]([O:8][CH3:9])[n:5][cH:6][cH:7]1.